From a dataset of the Open Reaction Database (ORD), a public repository of structured organic reaction records. describe an organic reaction: reactants, conditions, products, and yield Starting materials: NCCCCCC(=O)O (6-aminohexanoic acid), [OH-].[Na+] (sodium hydroxide). Run in O (water). Reaction conditions: time 2 hour. Yields the product [Na+].NCCCCCC(=O)[O-] (6-aminohexanoic acid sodium salt). RXN SMILES: [NH2:1][CH2:2][CH2:3][CH2:4][CH2:5][CH2:6][C:7]([OH:9])=[O:8].[OH-].[Na+:11]>O>[Na+:11].[NH2:1][CH2:2][CH2:3][CH2:4][CH2:5][CH2:6][C:7]([O-:9])=[O:8] |f:1.2,4.5|. Reported procedure: 1 equivalent of 6-aminohexanoic acid (ACA), 1 equivalent of sodium hydroxide (NaOH), and suitable amount of water serving as solvent were added into a reaction bottle. After reacting for 2 hours, the reaction bottle was heated to remove the water, and then a solid mixture was obtained. Next, the solid mixture was dried at 90° C. for 12 hours in oven, and then solid 6-aminohexanoic acid sodium salt (ACA-Na) was obtained. Next, 0.97 g (0.005 mole) of dimethyl terephthalate (DMT), 2.32 g (0.015 mol... Starting materials: COC(=O)C=1OC2=C(C1)C=CC=C2OC (2-methoxycarbonyl-7-methoxybenzofuran), ClS(=O)(=O)O (chlorosulfonic acid). Product: COC(=O)C=1OC2=C(C1)C(=CC=C2OC)S(=O)(=O)Cl (2-methoxycarbonyl-4-chlorosulfonyl-7-methoxybenzofuran). Isolated yield 80.0%. As a reaction SMILES: [CH3:1][O:2][C:3]([C:5]1[O:6][C:7]2[C:13]([O:14][CH3:15])=[CH:12][CH:11]=[CH:10][C:8]=2[CH:9]=1)=[O:4].[Cl:16][S:17](O)(=[O:19])=[O:18]>>[CH3:1][O:2][C:3]([C:5]1[O:6][C:7]2[C:13]([O:14][CH3:15])=[CH:12][CH:11]=[C:10]([S:17]([Cl:16])(=[O:19])=[O:18])[C:8]=2[CH:9]=1)=[O:4]. Procedure: There was reacted 1.7 g (8.25 mmole) of 2-methoxycarbonyl-7-methoxybenzofuran with chlorosulfonic acid as in Example 1, yielding 2 g of 2-methoxycarbonyl-4-chlorosulfonyl-7-methoxybenzofuran (yield: 80%, MS (m/z): 304 (M+), 269, 238 and 210). The obtained chlorosulfonyl compound was reacted wit glycine ethyl ester hydrochloride as in Example 1 to give an ester compound (yield: 88%, MS (m/z): 371 (M+), 340, 298 and 269), which was then hydrolyzed to give 2-carboxy-4-(N-carboxymethylsulfamoyl)-7-m... Reactants: [K].ClC(C(=O)OCC)C=O (ethyl 2-chloro-2-formylacetate potassium salt), NC1=NC(=CC=C1)N (2,6-diaminopyridine), C(C)(=O)O (acetic acid). Solvent: C(C)O (ethanol). Yields the product NC1=CC=CC=2N1C(=CN2)C(=O)OCC (5-amino-3-carbethoxyimidazo[1,2-a]-pyridine). The yield is 40.2%. As a reaction SMILES: [K].Cl[CH:3]([CH:9]=O)[C:4]([O:6][CH2:7][CH3:8])=[O:5].[NH2:11][C:12]1[CH:17]=[CH:16][CH:15]=[C:14]([NH2:18])[N:13]=1.C(O)(=O)C>C(O)C>[NH2:18][C:14]1[N:13]2[C:3]([C:4]([O:6][CH2:7][CH3:8])=[O:5])=[CH:9][N:11]=[C:12]2[CH:17]=[CH:16][CH:15]=1 |f:0.1,^1:0|. Procedure: In 1250 ml of ether was suspended 56.0 g (500 mM) of potassium tert-butoxide and while the suspension was stirred vigorously, a solution of 37.0 g (500 mM) of ethyl formate and 61.3 g (500 mM) of ethyl chloroacetate in 100 ml of ether was added dropwise at room temperature over 15 minutes. The reaction mixture was stirred at room temperature for 30 minutes and the precipitate that formed was recovered by filtration. The precipitate was rinsed with 50 ml of ether and dried in vacuo to give 93.13 ...